This data is from the Open Reaction Database (ORD), a public repository of structured organic reaction records. The task is: describe an organic reaction: reactants, conditions, products, and yield The reactants are O=C(O)Cc1cc(C(F)(F)F)ccc1Cl, Cl, O=C(Cc1ccsc1)N1CCC(c2nc(CCc3ccccc3)cs2)CC1, c1ccc(CCc2csc(C3CCNCC3)n2)cc1. Yields the product O=C(Cc1cc(C(F)(F)F)ccc1Cl)N1CCC(c2nc(CCc3ccccc3)cs2)CC1. RXN SMILES: [Cl:48][c:49]1[c:50]([CH2:59][C:60](=[O:61])[OH:62])[cH:51][c:52]([C:55]([F:56])([F:57])[F:58])[cH:53][cH:54]1.[ClH:1].[c:21]1([CH2:22][CH2:23][c:24]2[n:25][c:26]([CH:27]3[CH2:28][CH2:29][N:30]([C:31](=[O:32])[CH2:33][c:34]4[cH:35][cH:36][s:37][cH:38]4)[CH2:39][CH2:40]3)[s:41][cH:42]2)[cH:43][cH:44][cH:45][cH:46][cH:47]1.[c:2]1([CH2:8][CH2:9][c:10]2[n:11][c:12]([CH:15]3[CH2:16][CH2:17][NH:18][CH2:19][CH2:20]3)[s:13][cH:14]2)[cH:3][cH:4][cH:5][cH:6][cH:7]1>>[c:2]1([CH2:8][CH2:9][c:10]2[n:11][c:12]([CH:15]3[CH2:16][CH2:17][N:18]([C:60]([CH2:59][c:50]4[c:49]([Cl:48])[cH:54][cH:53][c:52]([C:55]([F:56])([F:57])[F:58])[cH:51]4)=[O:61])[CH2:19][CH2:20]3)[s:13][cH:14]2)[cH:3][cH:4][cH:5][cH:6][cH:7]1. Reactants: Cl, COC(=O)c1ccc(S(=O)(=O)Nc2ccc3ccc4nc(N)[nH]c(=O)c4c3c2)cc1, [Na+], [OH-]. Yields the product Nc1nc2ccc3ccc(NS(=O)(=O)c4ccc(C(=O)O)cc4)cc3c2c(=O)[nH]1. Reaction SMILES: [ClH:31].[NH2:1][c:2]1[n:3][c:4]2[cH:5][cH:6][c:7]3[c:8]([c:9]2[c:10](=[O:12])[nH:11]1)[cH:13][c:14]([NH:17][S:18](=[O:19])(=[O:20])[c:21]1[cH:22][cH:23][c:24]([C:25](=[O:26])[O:27][CH3:28])[cH:29][cH:30]1)[cH:15][cH:16]3.[Na+:33].[OH-:32]>>[NH2:1][c:2]1[n:3][c:4]2[cH:5][cH:6][c:7]3[c:8]([c:9]2[c:10](=[O:12])[nH:11]1)[cH:13][c:14]([NH:17][S:18](=[O:19])(=[O:20])[c:21]1[cH:22][cH:23][c:24]([C:25](=[O:26])[OH:27])[cH:29][cH:30]1)[cH:15][cH:16]3.